Dataset: the Open Reaction Database (ORD), a public repository of structured organic reaction records. Task: describe an organic reaction: reactants, conditions, products, and yield The reactants are ClCC(=O)N1CCN(CC1)C1=CC=C(C=C1)F (2-Chloro-1-[4-(4-fluoro-phenyl)-piperazin-1-yl]-ethanone), C([O-])([O-])=O.[K+].[K+] (potassium carbonate), [N+](=O)([O-])C=1C=CC=C2C=NNC12 (7-Nitro-1H-indazole). Solvent: CN(C)C=O (DMF), CN(C)C=O (DMF). Reaction conditions: time 1 hour. Yields the product FC1=CC=C(C=C1)N1CCN(CC1)C(CN1N=CC2=CC=CC(=C12)[N+](=O)[O-])=O (1-[4-(4-Fluoro-phenyl)-piperazin-1-yl]-2-[7-nitro-indazol-1-yl]-ethanone). As a reaction SMILES: Cl[CH2:2][C:3]([N:5]1[CH2:10][CH2:9][N:8]([C:11]2[CH:16]=[CH:15][C:14]([F:17])=[CH:13][CH:12]=2)[CH2:7][CH2:6]1)=[O:4].C(=O)([O-])[O-].[K+].[K+].[N+:24]([C:27]1[CH:28]=[CH:29][CH:30]=[C:31]2[C:35]=1[NH:34][N:33]=[CH:32]2)([O-:26])=[O:25]>CN(C=O)C>[F:17][C:14]1[CH:15]=[CH:16][C:11]([N:8]2[CH2:9][CH2:10][N:5]([C:3](=[O:4])[CH2:2][N:34]3[C:35]4[C:31](=[CH:30][CH:29]=[CH:28][C:27]=4[N+:24]([O-:26])=[O:25])[CH:32]=[N:33]3)[CH2:6][CH2:7]2)=[CH:12][CH:13]=1 |f:1.2.3|. Procedure details: 2-Chloro-1-[4-(4-fluoro-phenyl)-piperazin-1-yl]-ethanone (0.834 g, 3.3 mmol) was taken in dry DMF (15 mL) and dry potassium carbonate (1.6 g, 11.6 mmol) was added to it and the reaction mixture stirred at room temperature for 1 h under nitrogen. 7-Nitro-1H-indazole (0.5 g, 2.9 mmol) in DMF (2 mL) was then added to the mixture through a syringe. The reaction was then heated at 70° C. for 14 h, cooled and then quenched with water and extracted with ethyl acetate. Drying of the organic layer with N...